Dataset: the Open Reaction Database (ORD), a public repository of structured organic reaction records. Task: describe an organic reaction: reactants, conditions, products, and yield The reactants are O=C1c2ccccc2C(=O)N1CCc1c(Br)[nH]c2ccccc12, Cc1cc(C)cc(B(O)O)c1, Cc1ccccc1, CCO, [Cl-], [Li+], [Na+], [Na+], O=C([O-])[O-], c1ccc(P(c2ccccc2)(c2ccccc2)[Pd](P(c2ccccc2)(c2ccccc2)c2ccccc2)(P(c2ccccc2)(c2ccccc2)c2ccccc2)P(c2ccccc2)(c2ccccc2)c2ccccc2)cc1. The product is Cc1cc(C)cc(-c2[nH]c3ccccc3c2CCN2C(=O)c3ccccc3C2=O)c1. RXN SMILES: [Br:1][c:2]1[nH:3][c:4]2[cH:5][cH:6][cH:7][cH:8][c:9]2[c:10]1[CH2:11][CH2:12][N:13]1[C:14](=[O:23])[c:15]2[cH:16][cH:17][cH:18][cH:19][c:20]2[C:21]1=[O:22].[CH3:24][c:25]1[cH:26][c:27]([B:32]([OH:33])[OH:34])[cH:28][c:29]([CH3:31])[cH:30]1.[CH3:43][c:44]1[cH:45][cH:46][cH:47][cH:48][cH:49]1.[CH3:50][CH2:51][OH:52].[Cl-:42].[Li+:41].[Na+:35].[Na+:36].[O-:37][C:38](=[O:39])[O-:40].[cH:53]1[cH:54][cH:55][c:56]([P:57]([Pd:58]([P:59]([c:60]2[cH:61][cH:62][cH:63][cH:64][cH:65]2)([c:66]2[cH:67][cH:68][cH:69][cH:70][cH:71]2)[c:72]2[cH:73][cH:74][cH:75][cH:76][cH:77]2)([P:78]([c:79]2[cH:80][cH:81][cH:82][cH:83][cH:84]2)([c:85]2[cH:86][cH:87][cH:88][cH:89][cH:90]2)[c:91]2[cH:92][cH:93][cH:94][cH:95][cH:96]2)[P:97]([c:98]2[cH:99][cH:100][cH:101][cH:102][cH:103]2)([c:104]2[cH:105][cH:106][cH:107][cH:108][cH:109]2)[c:110]2[cH:111][cH:112][cH:113][cH:114][cH:115]2)([c:116]2[cH:117][cH:118][cH:119][cH:120][cH:121]2)[c:122]2[cH:123][cH:124][cH:125][cH:126][cH:127]2)[cH:128][cH:129]1>>[c:2]1(-[c:27]2[cH:26][c:25]([CH3:24])[cH:30][c:29]([CH3:31])[cH:28]2)[nH:3][c:4]2[cH:5][cH:6][cH:7][cH:8][c:9]2[c:10]1[CH2:11][CH2:12][N:13]1[C:14](=[O:23])[c:15]2[cH:16][cH:17][cH:18][cH:19][c:20]2[C:21]1=[O:22]. Starting materials: CC(C)([O-])C.[K+] (potassium t-butoxide), [Br-].FC=1C=C(C[P+](C2=CC=CC=C2)(C2=CC=CC=C2)C2=CC=CC=C2)C=CC1F (3,4-difluorobenzyltriphenylphosphonium bromide), O1CCCC1 (tetrahydrofuran), O1CCCC1 (THF), C(CCCC)[Si]1(CCC(CC1)C1CCC(CC1)C=O)C1=CC=CC=C1 (4-(4-n-pentyl-4-phenyl-4-silacyclohexyl)cyclohexane carbaldehyde), O1CCCC1 (THF). Solvent: CCCCCC (n-hexane), O (water). Conditions: time 2 hour. Yields the product FC=1C=C(C=CC1F)C=C[C@@H]1CC[C@H](CC1)C1CC[Si](CC1)(C1=CC=CC=C1)CCCCC (4-(trans-4-(2-(3,4-difluorophenyl)ethenyl)cyclohexyl)-1-n-pentyl-1-phenyl-1-silacyclohexane). Yield: 91.0%. Reaction SMILES: CC(C)([O-])C.[K+].[Br-].[F:8][C:9]1[CH:10]=[C:11]([CH:32]=[CH:33][C:34]=1[F:35])[CH2:12][P+](C1C=CC=CC=1)(C1C=CC=CC=1)C1C=CC=CC=1.O1CCCC1.[CH2:41]([Si:46]1([C:60]2[CH:65]=[CH:64][CH:63]=[CH:62][CH:61]=2)[CH2:51][CH2:50][CH:49]([CH:52]2[CH2:57][CH2:56][CH:55]([CH:58]=O)[CH2:54][CH2:53]2)[CH2:48][CH2:47]1)[CH2:42][CH2:43][CH2:44][CH3:45]>CCCCCC.O>[F:8][C:9]1[CH:10]=[C:11]([CH:12]=[CH:58][C@H:55]2[CH2:54][CH2:53][C@H:52]([CH:49]3[CH2:48][CH2:47][Si:46]([CH2:41][CH2:42][CH2:43][CH2:44][CH3:45])([C:60]4[CH:61]=[CH:62][CH:63]=[CH:64][CH:65]=4)[CH2:51][CH2:50]3)[CH2:57][CH2:56]2)[CH:32]=[CH:33][C:34]=1[F:35] |f:0.1,2.3|. Procedure details: 12.0 g of potassium t-butoxide was added to a mixture of 47.0 g of 3,4-difluorobenzyltriphenylphosphonium bromide and 200 ml of tetrahydrofuran (hereinafter referred to as THF) to obtain an orange-colored ylide solution. 50 ml of a THF solution of 35.0 g of 4-(4-n-pentyl-4-phenyl-4-silacyclohexyl)cyclohexane carbaldehyde was added to the solution, followed by agitation at room temperature for 2 hours. Thereafter, the reaction solution was poured into iced water and extracted with ethyl acetate. ... The reactants are C(CCC)[Li] (n-butyl lithium), C(C)OC(C1=CC=C(C=C1)N(C)C)=O (4-dimethylamino-benzoic acid ethyl ester), ( g ), C(C)#N (acetonitrile). The solvent is C(C)(=O)OCC (ethyl acetate), hexanes, C1CCOC1 (THF), C1CCOC1 (THF). Conditions: temperature -78 celsius, time 8 hour. Yields the product CN(C1=CC=C(C=C1)C(CC#N)=O)C (3-(4-dimethylamino-phenyl)-3-oxo-propionitrile). Reaction SMILES: [C:1](#[N:3])[CH3:2].C([Li])CCC.C(O[C:12](=[O:22])[C:13]1[CH:18]=[CH:17][C:16]([N:19]([CH3:21])[CH3:20])=[CH:15][CH:14]=1)C>C1COCC1.C(OCC)(=O)C>[CH3:21][N:19]([CH3:20])[C:16]1[CH:15]=[CH:14][C:13]([C:12](=[O:22])[CH2:2][C:1]#[N:3])=[CH:18][CH:17]=1. Procedure: Under Ar(g), a solution of anhydrous acetonitrile (1.9 mL) in 25 mL anhydrous THF is cooled to −78° C. in a dry ice-acetone bath and then treated in dropwise fashion with 14.3 mL of a 2.5 M n-butyl lithium in hexanes. The reaction mixture is maintained at −78° C. for an additional 1 h and subsequently treated in dropwise fashion with a solution of 5 gms. of 4-dimethylamino-benzoic acid ethyl ester in 25 mL of anhydrous THF. The resulting solution is then stirred overnight at room temperature. Su... The reactants are ClC1=C(C=C(C=C1)C1=NC=2N(C(=C1)C(F)(F)F)N=CC2C#C)C (5-(4-chloro-3-methyl-phenyl)-3-ethynyl-7-trifluoromethyl-pyrazolo[1,5-a]pyrimidine), OCC(C)(C)NS(=O)(=O)C1=CN=C(S1)Cl (2-Chloro-thiazole-5-sulfonic acid (2-hydroxy-1,1-dimethyl-ethyl)-amide). Yields the product OCC(C)(C)NS(=O)(=O)C1=CN=C(S1)C#CC=1C=NN2C1N=C(C=C2C(F)(F)F)C2=CC(=C(C=C2)Cl)C (2-[5-(4-Chloro-3-methyl-phenyl)-7-trifluoromethyl-pyrazolo[1,5-a]pyrimidin-3-ylethynyl]-thiazole-5-sulfonic acid (2-hydroxy-1,1-dimethyl-ethyl)-amide), solid. Isolated yield 57.0%. RXN SMILES: [Cl:1][C:2]1[CH:7]=[CH:6][C:5]([C:8]2[CH:13]=[C:12]([C:14]([F:17])([F:16])[F:15])[N:11]3[N:18]=[CH:19][C:20]([C:21]#[CH:22])=[C:10]3[N:9]=2)=[CH:4][C:3]=1[CH3:23].[OH:24][CH2:25][C:26]([NH:29][S:30]([C:33]1[S:37][C:36](Cl)=[N:35][CH:34]=1)(=[O:32])=[O:31])([CH3:28])[CH3:27]>>[OH:24][CH2:25][C:26]([NH:29][S:30]([C:33]1[S:37][C:36]([C:22]#[C:21][C:20]2[CH:19]=[N:18][N:11]3[C:12]([C:14]([F:15])([F:17])[F:16])=[CH:13][C:8]([C:5]4[CH:6]=[CH:7][C:2]([Cl:1])=[C:3]([CH3:23])[CH:4]=4)=[N:9][C:10]=23)=[N:35][CH:34]=1)(=[O:32])=[O:31])([CH3:28])[CH3:27]. Reported procedure: The title compound was prepared from 5-(4-chloro-3-methyl-phenyl)-3-ethynyl-7-trifluoromethyl-pyrazolo[1,5-a]pyrimidine (example C.11) (168 mg, 0.5 mmol) and 2-chloro-thiazole-5-sulfonic acid (2-hydroxy-1,1-dimethyl-ethyl)-amide (example B.14) (135 mg, 0.5 mmol) according to general procedure II. Obtained as a yellow solid (162 mg, 57%). MS (ISN) 568.1 [(M−H)−]; mp 217° C.